From a dataset of the Open Reaction Database (ORD), a public repository of structured organic reaction records. describe an organic reaction: reactants, conditions, products, and yield Yields the product COC(=O)c1ccc(CC2CCC(C(O[Si](C)(C)C(C)(C)C)c3cccnc3)N2C(=O)OC(C)(C)C)cc1. Reaction SMILES: [C:1]([CH3:2])([CH3:3])([CH3:4])[Si:5]([O:6][CH:7]([CH:8]1[N:9]([C:24](=[O:25])[O:26][C:27]([CH3:28])([CH3:29])[CH3:30])[CH:10]([CH2:13][c:14]2[cH:15][cH:16][c:17]([C:20](=[O:21])[O:22][CH3:23])[cH:18][cH:19]2)[CH2:11][CH2:12]1)[c:31]1[cH:32][n:33][c:34]([Cl:37])[cH:35][cH:36]1)([CH3:38])[CH3:39].[CH3:41][C:42](=[O:43])[O-:44].[CH3:47][CH2:48][OH:49].[H:45][H:46].[K+:40]>>[C:1]([CH3:2])([CH3:3])([CH3:4])[Si:5]([O:6][CH:7]([CH:8]1[N:9]([C:24](=[O:25])[O:26][C:27]([CH3:28])([CH3:29])[CH3:30])[CH:10]([CH2:13][c:14]2[cH:15][cH:16][c:17]([C:20](=[O:21])[O:22][CH3:23])[cH:18][cH:19]2)[CH2:11][CH2:12]1)[c:31]1[cH:32][n:33][cH:34][cH:35][cH:36]1)([CH3:38])[CH3:39]. Starting materials: COC(=O)c1ccc(CC2CCC(C(O[Si](C)(C)C(C)(C)C)c3ccc(Cl)nc3)N2C(=O)OC(C)(C)C)cc1, CC(=O)[O-], CCO, [H][H], [K+]. Reactants: C1(=CC=CC=C1)C1(C=CC=2C(=NN(C2C1)S(=O)(=O)C1=CC=C(C=C1)C)NC(C1=CC=CC=C1)=O)C1=CC=CC=C1 (N-[6,6-diphenyl-1-(4-toluenesulphonyl)-6,7-dihydro-1H-indazol-3-yl)benzamide), [OH-].[Na+] (sodium hydroxide). Solvent: O1CCCC1 (tetrahydrofuran). Yields the product C1(=CC=CC=C1)C1(C=CC=2C(=NNC2C1)NC(C1=CC=CC=C1)=O)C1=CC=CC=C1 (N-(6,6-diphenyl-6,7-dihydro-1H-indazol-3-yl)benzamide). Yield: 268.8%. Reaction SMILES: [C:1]1([C:7]2([C:35]3[CH:40]=[CH:39][CH:38]=[CH:37][CH:36]=3)[CH2:15][C:14]3[N:13](S(C4C=CC(C)=CC=4)(=O)=O)[N:12]=[C:11]([NH:26][C:27](=[O:34])[C:28]4[CH:33]=[CH:32][CH:31]=[CH:30][CH:29]=4)[C:10]=3[CH:9]=[CH:8]2)[CH:6]=[CH:5][CH:4]=[CH:3][CH:2]=1.[OH-].[Na+]>O1CCCC1>[C:35]1([C:7]2([C:1]3[CH:6]=[CH:5][CH:4]=[CH:3][CH:2]=3)[CH2:15][C:14]3[NH:13][N:12]=[C:11]([NH:26][C:27](=[O:34])[C:28]4[CH:29]=[CH:30][CH:31]=[CH:32][CH:33]=4)[C:10]=3[CH:9]=[CH:8]2)[CH:40]=[CH:39][CH:38]=[CH:37][CH:36]=1 |f:1.2|. Reported procedure: But starting with 0.14 g of N-[6,6-diphenyl-1-(4-toluenesulphonyl)-6,7-dihydro-1H-indazol-3-yl)benzamide and 0.78 cm3 of aqueous 1N sodium hydroxide solution in 10 cm3 of tetrahydrofuran. 0.27 g of N-(6,6-diphenyl-6,7-dihydro-1H-indazol-3-yl)benzamide is thus obtained in the form of a solid, the characteristics of which are as follows: Starting materials: O=C([O-])[O-], CCOC(=O)Nc1sc(C)c(C#N)c1S(N)(=O)=O, CC(C)=O, CC(C)N=C=S, [K+], [K+]. Product: CCOC(=O)Nc1sc(C)c(C#N)c1S(=O)(=O)NC(=S)NC(C)C. RXN SMILES: [C:19](=[O:20])([O-:21])[O-:22].[C:1](#[N:2])[c:3]1[c:4]([S:15](=[O:16])(=[O:17])[NH2:18])[c:5]([NH:9][C:10](=[O:11])[O:12][CH2:13][CH3:14])[s:6][c:7]1[CH3:8].[CH3:31][C:32](=[O:33])[CH3:34].[CH:25]([CH3:26])([CH3:27])[N:28]=[C:29]=[S:30].[K+:23].[K+:24]>>[C:1](#[N:2])[c:3]1[c:4]([S:15](=[O:16])(=[O:17])[NH:18][C:29]([NH:28][CH:25]([CH3:26])[CH3:27])=[S:30])[c:5]([NH:9][C:10](=[O:11])[O:12][CH2:13][CH3:14])[s:6][c:7]1[CH3:8]. The reactants are O=C1CNCC=2C=CC(=C3C=CN1C23)COC(C)=O (Acetic acid-1-oxo-1,2,3,4-tetrahydro-[1,4]diazepino[6,7,1-hi]indole-7-ylmethyl ester), CC(=O)O (AcOH). Reagents/catalysts: [Pd] (Pd/C). The solvent is CO (MeOH). Run at time 4.5 hour. The product is CC1=C2C=CN3C2=C(C=C1)CNCC3=O (7-Methyl-3,4-dihydro-2H-[1,4]diazepino[6,7,1-hi]indol-1-one). Isolated yield 75.0%. Reaction SMILES: [O:1]=[C:2]1[N:13]2[C:14]3[C:10]([CH:11]=[CH:12]2)=[C:9]([CH2:15]OC(=O)C)[CH:8]=[CH:7][C:6]=3[CH2:5][NH:4][CH2:3]1.CC(O)=O>CO.[Pd]>[CH3:15][C:9]1[CH:8]=[CH:7][C:6]2[CH2:5][NH:4][CH2:3][C:2](=[O:1])[N:13]3[C:14]=2[C:10]=1[CH:11]=[CH:12]3. Procedure details: Acetic acid-1-oxo-1,2,3,4-tetrahydro-[1,4]diazepino[6,7,1-hi]indole-7-ylmethyl ester (0.508 g, 1.97 mmol) was dissolved in MeOH (70 mL) and glacial AcOH (30 mL). To the solution was added 10% Pd/C (0.076 g) and the suspension was stirred under an atmosphere of H2 for 4.5 h at rt. The black suspension was filtered and the filtrate was concentrated to give a white solid, which was purified by flash silica gel chromatography eluting with a gradient of 0-1% MeOH in CHCl3 to give 0.296 g (75%) of the... The reactants are C#CCBr, [H-], [Na+], C1CCOC1, O, O=Cc1cc[nH]c1. Product: C#CCn1ccc(C=O)c1. RXN SMILES: [CH2:10]([C:11]#[CH:12])[Br:13].[H-:8].[Na+:9].[O:15]1[CH2:16][CH2:17][CH2:18][CH2:19]1.[OH2:14].[nH:1]1[cH:2][c:3]([CH:6]=[O:7])[cH:4][cH:5]1>>[n:1]1([CH2:12][C:11]#[CH:10])[cH:2][c:3]([CH:6]=[O:7])[cH:4][cH:5]1. RXN SMILES: [C:4](=[O:5])([O-:6])[OH:7].[CH2:1]1[CH2:2][NH:3]1.[Cl:24][CH:25]([Cl:26])[Cl:27].[F:9][c:10]1[cH:11][c:12]([N+:19](=[O:20])[O-:21])[c:13]([C:14](=[O:15])[Cl:16])[cH:17][cH:18]1.[Na+:23].[Na+:8].[OH-:22]>>[CH2:1]1[CH2:2][N:3]1[C:14]([c:13]1[c:12]([N+:19](=[O:20])[O-:21])[cH:11][c:10]([F:9])[cH:18][cH:17]1)=[O:15]. The reactants are O=C([O-])O, C1CN1, ClC(Cl)Cl, O=C(Cl)c1ccc(F)cc1[N+](=O)[O-], [Na+], [Na+], [OH-]. Yields the product O=C(c1ccc(F)cc1[N+](=O)[O-])N1CC1. Starting materials: ester, NC(C(=O)NC1=CC=C(C(=O)OCC2=CC=CC=C2)C=C1)C1=CC=2C(CCC(C2C=C1)(C)C)(C)C (benzyl 4-[a-amino-(5,6,7,8-tetrahydro-5,5,8,8-tetramethyl-2-naphthyl)acetamido]benzoate), [OH-].[Na+] (sodium hydroxide). Solvent: C1CCOC1 (THF). Yields the product NC(C(=O)NC1=CC=C(C(=O)O)C=C1)C1=CC=2C(CCC(C2C=C1)(C)C)(C)C (4-[α-amino-(5,6,7,8-tetrahydro-5,5,8,8-tetramethyl-2-naphthyl)acetamido]benzoic acid). As a reaction SMILES: [NH2:1][CH:2]([C:22]1[CH:31]=[CH:30][C:29]2[C:28]([CH3:33])([CH3:32])[CH2:27][CH2:26][C:25]([CH3:35])([CH3:34])[C:24]=2[CH:23]=1)[C:3]([NH:5][C:6]1[CH:21]=[CH:20][C:9]([C:10]([O:12]CC2C=CC=CC=2)=[O:11])=[CH:8][CH:7]=1)=[O:4].[OH-].[Na+]>C1COCC1>[NH2:1][CH:2]([C:22]1[CH:31]=[CH:30][C:29]2[C:28]([CH3:33])([CH3:32])[CH2:27][CH2:26][C:25]([CH3:35])([CH3:34])[C:24]=2[CH:23]=1)[C:3]([NH:5][C:6]1[CH:7]=[CH:8][C:9]([C:10]([OH:12])=[O:11])=[CH:20][CH:21]=1)=[O:4] |f:1.2|. Procedure details: 2.9 g (6.1 mmol) of the ester prepared in (e), 50 ml of THF and 150 ml of a methanolic sodium hydroxide solution (2N) were introduced into a round-bottomed flask and the mixture was heated at reflux for 2 hours. The reaction medium was evaporated to dryness, the residue taken up in water, and acidified to pH 5 with hydrochloric acid. The solids which had precipitated were filtered, washed with water and dried over P2 O5. 1.9 g (83%) of 4-[α-amino-(5,6,7,8-tetrahydro-5,5,8,8-tetramethyl-2-naphthy...